This data is from the Open Reaction Database (ORD), a public repository of structured organic reaction records. The task is: describe an organic reaction: reactants, conditions, products, and yield Yields the product FC(F)(F)c1ccc(S)cn1. Reaction SMILES: [C:4]([S:5][c:6]1[cH:7][n:8][c:9]([C:12]([F:13])([F:14])[F:15])[cH:10][cH:11]1)(=[S:16])[O:17][CH2:18][CH3:19].[CH3:1][CH2:2][OH:3].[Na+:21].[OH-:20].[OH2:22]>>[SH:5][c:6]1[cH:7][n:8][c:9]([C:12]([F:13])([F:14])[F:15])[cH:10][cH:11]1. Reactants: CCOC(=S)Sc1ccc(C(F)(F)F)nc1, CCO, [Na+], [OH-], O.